This data is from the Open Reaction Database (ORD), a public repository of structured organic reaction records. The task is: describe an organic reaction: reactants, conditions, products, and yield Starting materials: C(C)(C)(C)C1=C(C=CC(=C1)Cl)NC(C)=O (N-(2-tert-Butyl-4-chlorophenyl)acetamide), Cl (HCl), [OH-].[Na+] (NaOH). Solvent: CCO (EtOH). Run at temperature 110 celsius, time 5 hour. The product is C(C)(C)(C)C1=C(N)C=CC(=C1)Cl (2-tert-Butyl-4-chloroaniline). Isolated yield 110.2%. As a reaction SMILES: [C:1]([C:5]1[CH:10]=[C:9]([Cl:11])[CH:8]=[CH:7][C:6]=1[NH:12]C(=O)C)([CH3:4])([CH3:3])[CH3:2].Cl.[OH-].[Na+]>CCO>[C:1]([C:5]1[CH:10]=[C:9]([Cl:11])[CH:8]=[CH:7][C:6]=1[NH2:12])([CH3:4])([CH3:2])[CH3:3] |f:2.3|. Procedure details: A mixture of N-(2-tert-butyl-4-chlorophenyl)acetamide (Reference Example 18, 4.78 g, 21.2 mmol), concentrated HCl (50 mL) and EtOH (10 mL) was stirred at 110° C. for 5 h. After cooling, the reaction mixture was basified with 8 M NaOH under ice-cooling. The mixture was extracted with ethyl acetate and the organic layer was washed with water, and saturated brine, dried over anhydrous magnesium sulfate, filtered and concentrated under reduced pressure to give the title compound (4.29 g) as a colorl...